From a dataset of the Open Reaction Database (ORD), a public repository of structured organic reaction records. describe an organic reaction: reactants, conditions, products, and yield Reactants: O=C([O-])[O-], COC(=O)c1ccc(OC2CCN(C(=O)OC(C)(C)C)CC2)cc1O, [Cs+], [Cs+], CI, CN(C)C=O. Product: COC(=O)c1ccc(OC2CCN(C(=O)OC(C)(C)C)CC2)cc1OC. As a reaction SMILES: [C:28](=[O:29])([O-:30])[O-:31].[CH3:1][O:2][C:3]([c:4]1[c:5]([OH:24])[cH:6][c:7]([O:10][CH:11]2[CH2:12][CH2:13][N:14]([C:17](=[O:18])[O:19][C:20]([CH3:21])([CH3:22])[CH3:23])[CH2:15][CH2:16]2)[cH:8][cH:9]1)=[O:25].[Cs+:32].[Cs+:33].[I:26][CH3:27].[O:34]=[CH:35][N:36]([CH3:37])[CH3:38]>>[CH3:1][O:2][C:3]([c:4]1[c:5]([O:24][CH3:28])[cH:6][c:7]([O:10][CH:11]2[CH2:12][CH2:13][N:14]([C:17](=[O:18])[O:19][C:20]([CH3:21])([CH3:22])[CH3:23])[CH2:15][CH2:16]2)[cH:8][cH:9]1)=[O:25]. Starting materials: FC1=CC=C(CC=2OC(=CC2)\C=C\[N+](=O)[O-])C=C1 (2-(4-fluoro-benzyl)-5-((E)-2-nitro-vinyl)-furan), ice water, CS(=O)C (dimethyl sulfoxide), [BH4-].[Na+] (sodium borohydride). Run in C(C)(=O)O (acetic acid). Reaction conditions: time 30 minute. Product: FC1=CC=C(CC=2OC(=CC2)CC[N+](=O)[O-])C=C1 (2-(4-Fluoro-benzyl)-5-(2-nitro-ethyl)-furan). The yield is 93.5%. RXN SMILES: [F:1][C:2]1[CH:18]=[CH:17][C:5]([CH2:6][C:7]2[O:8][C:9](/[CH:12]=[CH:13]/[N+:14]([O-:16])=[O:15])=[CH:10][CH:11]=2)=[CH:4][CH:3]=1.CS(C)=O.[BH4-].[Na+]>C(O)(=O)C>[F:1][C:2]1[CH:3]=[CH:4][C:5]([CH2:6][C:7]2[O:8][C:9]([CH2:12][CH2:13][N+:14]([O-:16])=[O:15])=[CH:10][CH:11]=2)=[CH:17][CH:18]=1 |f:2.3|. Reported procedure: To a solution of 2-(4-fluoro-benzyl)-5-((E)-2-nitro-vinyl)-furan (1.21 g, 4.89 mmol) described in Manufacturing Example 208-1-3 in acetic acid (0.6 mL) and dimethyl sulfoxide (10 mL) was added sodium borohydride (296 mg, 7.82 mmol), which was stirred for 30 minutes at room temperature. The mixture was cooled with ice water and partitioned into ethyl acetate and water. The organic layer was separated, washed with water, dried over anhydrous magnesium sulfate, and filtered. The filtrate was concen... Run in CCO (EtOH). Reactants: [OH-].[Na+] (NaOH), C(C)OC(/C(=C(/C=C/C(=C(/CC)\C1=CC=2C(CCC(C2C=C1OCOC)(C)C)(C)C)/F)\C)/F)=O ((2Z,4E,6E)-2,6-difluoro-7-(3-methoxymethoxy-5,5,8,8-tetramethyl-5,6,7,8-tetrahydro-naphthalen-2-yl)-3-methyl-nona-2,4,6-trienoic acid ethyl ester), C(C)OC(/C(=C(/C=C/C(=C(/CC)\C1=CC=2C(CCC(C2C=C1OCOC)(C)C)(C)C)/F)\C)/F)=O ((2Z,4E,6E)-2,6-difluoro-7-(3-methoxymethoxy-5,5,8,8-tetramethyl-5,6,7,8-tetrahydro-naphthalen-2-yl)-3-methyl-nona-2,4,6-trienoic acid ethyl ester). Product: F\C(\C(=O)O)=C(/C=C/C(=C(/CC)\C1=CC=2C(CCC(C2C=C1OCOC)(C)C)(C)C)/F)\C ((2Z,4E,6E)-2,6-Difluoro-7-(3-methoxymethoxy-5,5,8,8-tetramethyl-5,6,7,8-tetrahydro-naphthalen-2-yl)-3-methyl-nona-2,4,6-trienoic acid), solid. Isolated yield 95.0%. As a reaction SMILES: C([O:3][C:4](=[O:34])/[C:5](/[F:33])=[C:6](\[CH3:32])/[CH:7]=[CH:8]/[C:9](/[F:31])=[C:10](\[C:13]1[C:22]([O:23][CH2:24][O:25][CH3:26])=[CH:21][C:20]2[C:19]([CH3:28])([CH3:27])[CH2:18][CH2:17][C:16]([CH3:30])([CH3:29])[C:15]=2[CH:14]=1)/[CH2:11][CH3:12])C.[OH-].[Na+]>CCO>[F:33]/[C:5](=[C:6](/[CH3:32])\[CH:7]=[CH:8]\[C:9](\[F:31])=[C:10](/[C:13]1[C:22]([O:23][CH2:24][O:25][CH3:26])=[CH:21][C:20]2[C:19]([CH3:28])([CH3:27])[CH2:18][CH2:17][C:16]([CH3:30])([CH3:29])[C:15]=2[CH:14]=1)\[CH2:11][CH3:12])/[C:4]([OH:34])=[O:3] |f:1.2|. Procedure: Following General Procedure E and using (2Z,4E,6E)-2,6-difluoro-7-(3-methoxymethoxy-5,5,8,8-tetramethyl-5,6,7,8-tetrahydro-naphthalen-2-yl)-3-methyl-nona-2,4,6-trienoic acid ethyl ester (Compound 20, 314 mg, 0.66 mmol), 1M NaOH (2.0 mL) and EtOH (5 mL) at 40° C. for overnight followed by flash column chromatography on silica gel (10%→50% EtOAc-hexane), the title compound was obtained as a yellow solid (282 mg, 95%). 1H NMR (300 MHz, CDCl3): δ0.98 (t, J=7.6 Hz, 3H), 1.23 (s, 6H), 1.29 (s, 6H), 1.... The reactants are S1C(=NC2=C1C=CC=C2)NC(=O)C=2C=CC=C1CCN(CC21)C2=CC=C(C(=N2)C(=O)O)CCCOC2=CC(=CC=C2)N2CCN(CC2)C (6-(8-(benzo[d]thiazol-2-ylcarbamoyl)-3,4-dihydroisoquinolin-2(1H)-yl)-3-(3-(3-(4-methylpiperazin-1-yl)phenoxy)propyl)picolinic acid), N1(CCCC1)CCOC1=CC=C(C=C1)O (4-(2-(pyrrolidin-1-yl)ethoxy)phenol). Yields the product S1C(=NC2=C1C=CC=C2)NC(=O)C=2C=CC=C1CCN(CC21)C2=CC=C(C(=N2)C(=O)O)CCCOC2=CC=C(C=C2)OCCN2CCCC2 (6-(8-(benzo[d]thiazol-2-ylcarbamoyl)-3,4-dihydroisoquinolin-2(1H)-yl)-3-(3-(4-(2-(pyrrolidin-1-yl)ethoxy)phenoxy)propyl)picolinic acid). RXN SMILES: [S:1]1[C:5]2[CH:6]=[CH:7][CH:8]=[CH:9][C:4]=2[N:3]=[C:2]1[NH:10][C:11]([C:13]1[CH:14]=[CH:15][CH:16]=[C:17]2[C:22]=1[CH2:21][N:20]([C:23]1[N:28]=[C:27]([C:29]([OH:31])=[O:30])[C:26]([CH2:32][CH2:33][CH2:34][O:35][C:36]3[CH:41]=[CH:40][CH:39]=[C:38](N4CCN(C)CC4)[CH:37]=3)=[CH:25][CH:24]=1)[CH2:19][CH2:18]2)=[O:12].[N:49]1([CH2:54][CH2:55][O:56]C2C=CC(O)=CC=2)[CH2:53][CH2:52][CH2:51][CH2:50]1>>[S:1]1[C:5]2[CH:6]=[CH:7][CH:8]=[CH:9][C:4]=2[N:3]=[C:2]1[NH:10][C:11]([C:13]1[CH:14]=[CH:15][CH:16]=[C:17]2[C:22]=1[CH2:21][N:20]([C:23]1[N:28]=[C:27]([C:29]([OH:31])=[O:30])[C:26]([CH2:32][CH2:33][CH2:34][O:35][C:36]3[CH:41]=[CH:40][C:39]([O:56][CH2:55][CH2:54][N:49]4[CH2:53][CH2:52][CH2:51][CH2:50]4)=[CH:38][CH:37]=3)=[CH:25][CH:24]=1)[CH2:19][CH2:18]2)=[O:12]. Procedure: The title compound 106 was prepared in a similar manner to the synthesis of compound 105 by substituting compound 87C with compound 106B: 1H NMR (DMSO-d6): δ 12.84 (s, 1H), 9.68 (s, 1H), 8.04 (d, J=7.93 Hz, 1H), 7.79 (d, J=8.24 Hz, 7.60 (d, J=7.32 Hz, 1H), 7.56 (d, J=8.54 Hz, 1H), 7.34-7.50 (m, 4H), 6.86-6.97 (m, 6H), 4.92 (s, 2H), 4.19-4.21 (m, 2H), 3.86-3.89 (m, 6H), 3.08-3.13 (m, 4H), 2.98 (t, J=5.8 Hz, 1H), 2.79-2.82 (m, 2H), 1.87-2.05 (m, 6H) ESI (+)/MS: 678 (M+H)+. The reactants are BrCC(=O)OC(C)(C)C (Tert-Butyl bromoacetate), COC(CN1C(NC2=CC=CC=C2C1)=O)=O ((2-oxo-1,4-dihydro-2H-quinazolin-3-yl)-acetic acid methyl ester), C(=O)([O-])[O-].[K+].[K+] (K2CO3), CN(C)C=O (DMF). Run in O (water). Reaction conditions: time 1 hour. Product: COC(=O)CN1C(N(C2=CC=CC=C2C1)CC(=O)O)=O ((3-Methoxycarbonylmethyl-2-oxo-3,4-dihydro-2H-quinazolin-1-yl)-acetic acid). As a reaction SMILES: [CH3:1][O:2][C:3](=[O:16])[CH2:4][N:5]1[CH2:14][C:13]2[C:8](=[CH:9][CH:10]=[CH:11][CH:12]=2)[NH:7][C:6]1=[O:15].C([O-])([O-])=O.[K+].[K+].CN(C=O)C.Br[CH2:29][C:30]([O:32]C(C)(C)C)=[O:31]>O>[CH3:1][O:2][C:3]([CH2:4][N:5]1[CH2:14][C:13]2[C:8](=[CH:9][CH:10]=[CH:11][CH:12]=2)[N:7]([CH2:29][C:30]([OH:32])=[O:31])[C:6]1=[O:15])=[O:16] |f:1.2.3|. Procedure details: A mixture of (2-oxo-1,4-dihydro-2H-quinazolin-3-yl)-acetic acid methyl ester (9.5 g, 29.3 mmol) and K2CO3 (2.5 eq, 10.31 g, 73.3 mmol) in a round bottom flask are treated with dry DMF. Tert-Butyl bromoacetate (1.02 eq, 4.2 ml, 30 mmol) is added dropwise via syringe under argon. The reaction suspension is stirred at RT for one hour. The reaction mixture is diluted with distilled water and extracted with EtOAc (3×). The separated organic layer is dried over MgSO4, filtered and the solvent concentr... Starting materials: C[O-].[Na+] (sodium methoxide), C=1(C(=CC=CC1)C)C (xylene), ClCCC(C(=O)OC)C (methyl 4-chloro-2-methylbutyrate). Run in CO (methanol). Conditions: temperature 150 celsius. The product is CC1(CC1)C(=O)OC (methyl 1-methylcyclopropanecarboxylate), ClCCC(C(=O)OC)C (methyl 4-chloro-2-methylbutyrate). RXN SMILES: C1(C)C(C)=CC=CC=1.[Cl:9][CH2:10][CH2:11][CH:12]([CH3:17])[C:13]([O:15][CH3:16])=[O:14].C[O-].[Na+]>CO>[CH3:17][C:12]1([C:13]([O:15][CH3:16])=[O:14])[CH2:10][CH2:11]1.[Cl:9][CH2:10][CH2:11][CH:12]([CH3:17])[C:13]([O:15][CH3:16])=[O:14] |f:2.3|. Procedure: contacting the xylene solution of methyl 4-chloro-2-methylbutyrate from step (3) with an sodium methoxide and heating at temperatures of about 100 to 200° C. which causes vaporization of (i) methanol as it is formed and (ii) methyl 1-methylcyclopropanecarboxylate as it is formed from methyl 4-chloro-2-methylbutyrate. The reactants are O=C([O-])[O-], [Cs+], [Cs+], O=C1CN(C(=O)c2ccc(F)c(F)c2Nc2ccc(I)cc2F)C1, C[Si](C)(C)C(F)(F)F, CN(C)C=O. The product is O=C(c1ccc(F)c(F)c1Nc1ccc(I)cc1F)N1CC(O)(C(F)(F)F)C1. RXN SMILES: [C:33](=[O:34])([O-:35])[O-:36].[Cs+:37].[Cs+:38].[F:1][c:2]1[c:3]([NH:16][c:17]2[c:18]([F:24])[cH:19][c:20]([I:23])[cH:21][cH:22]2)[c:4]([C:9](=[O:10])[N:11]2[CH2:12][C:13](=[O:15])[CH2:14]2)[cH:5][cH:6][c:7]1[F:8].[F:25][C:26]([F:27])([F:28])[Si:29]([CH3:30])([CH3:31])[CH3:32].[O:39]=[CH:40][N:41]([CH3:42])[CH3:43]>>[F:1][c:2]1[c:3]([NH:16][c:17]2[c:18]([F:24])[cH:19][c:20]([I:23])[cH:21][cH:22]2)[c:4]([C:9](=[O:10])[N:11]2[CH2:12][C:13]([OH:15])([C:26]([F:25])([F:27])[F:28])[CH2:14]2)[cH:5][cH:6][c:7]1[F:8]. Reactants: CC(C)(C)[O-], Cc1ccccc1, Nc1ccc(C2CCCCC2)cc1, c1ccc(-c2ccccc2P(C2CCCCC2)C2CCCCC2)cc1, CCNC(=O)Nc1ccc2ncc(Cl)nc2n1, [Na+], O=C(C=Cc1ccccc1)C=Cc1ccccc1, O=C(C=Cc1ccccc1)C=Cc1ccccc1, O=C(C=Cc1ccccc1)C=Cc1ccccc1, [Pd], [Pd]. The product is CCNC(=O)Nc1ccc2ncc(Nc3ccc(C4CCCCC4)cc3)nc2n1. As a reaction SMILES: [CH3:31][C:32]([CH3:33])([O-:34])[CH3:35].[CH3:62][c:63]1[cH:64][cH:65][cH:66][cH:67][cH:68]1.[CH:18]1([c:24]2[cH:25][cH:26][c:27]([NH2:28])[cH:29][cH:30]2)[CH2:19][CH2:20][CH2:21][CH2:22][CH2:23]1.[CH:37]1([P:38]([CH:39]2[CH2:40][CH2:41][CH2:42][CH2:43][CH2:44]2)[c:45]2[cH:46][cH:47][cH:48][cH:49][c:50]2-[c:51]2[cH:52][cH:53][cH:54][cH:55][cH:56]2)[CH2:57][CH2:58][CH2:59][CH2:60][CH2:61]1.[Cl:1][c:2]1[cH:3][n:4][c:5]2[c:6]([n:7]1)[n:8][c:9]([NH:12][C:13](=[O:14])[NH:15][CH2:16][CH3:17])[cH:10][cH:11]2.[Na+:36].[O:107]=[C:108]([CH:109]=[CH:110][c:111]1[cH:112][cH:113][cH:114][cH:115][cH:116]1)[CH:117]=[CH:118][c:119]1[cH:120][cH:121][cH:122][cH:123][cH:124]1.[O:71]=[C:72]([CH:73]=[CH:74][c:75]1[cH:76][cH:77][cH:78][cH:79][cH:80]1)[CH:81]=[CH:82][c:83]1[cH:84][cH:85][cH:86][cH:87][cH:88]1.[O:89]=[C:90]([CH:91]=[CH:92][c:93]1[cH:94][cH:95][cH:96][cH:97][cH:98]1)[CH:99]=[CH:100][c:101]1[cH:102][cH:103][cH:104][cH:105][cH:106]1.[Pd:69].[Pd:70]>>[c:2]1([NH:28][c:27]2[cH:26][cH:25][c:24]([CH:18]3[CH2:19][CH2:20][CH2:21][CH2:22][CH2:23]3)[cH:30][cH:29]2)[cH:3][n:4][c:5]2[c:6]([n:7]1)[n:8][c:9]([NH:12][C:13](=[O:14])[NH:15][CH2:16][CH3:17])[cH:10][cH:11]2. Reactants: C(C1=CC=CC=C1)(=O)NC(=S)NC1CCCCCCC1 (1-benzoyl-3-cyclooctylthiourea), C([O-])([O-])=O.[K+].[K+] (potassium carbonate), C1CCOC1 (THF). Run in CO (methanol), O (water). Run at time 8 hour. Product: C1(CCCCCCC1)NC(=S)N (1-Cyclooctylthiourea). As a reaction SMILES: C([NH:9][C:10]([NH:12][CH:13]1[CH2:20][CH2:19][CH2:18][CH2:17][CH2:16][CH2:15][CH2:14]1)=[S:11])(=O)C1C=CC=CC=1.C(=O)([O-])[O-].[K+].[K+].C1COCC1>CO.O>[CH:13]1([NH:12][C:10]([NH2:9])=[S:11])[CH2:20][CH2:19][CH2:18][CH2:17][CH2:16][CH2:15][CH2:14]1 |f:1.2.3|. Reported procedure: A mixture of 1-benzoyl-3-cyclooctylthiourea (14.3 g, 49.1 mmol) and potassium carbonate (34.6 g, 250 mmol) in methanol (200 mL), water (100 mL), and THF (100 mL) was stirred at ambient temperature overnight. The low boiling solvents were removed in vacuo, and the residue was partitioned between EtOAc and water. The organic portion was washed with brine, and concentrated in vacuo. The title compound was obtained as a white solid after flash column chromatography (0 to 100% of ethyl acetate in hex...